From a dataset of the Open Reaction Database (ORD), a public repository of structured organic reaction records. describe an organic reaction: reactants, conditions, products, and yield As a reaction SMILES: [C:6]([CH3:7])([CH3:8])([CH3:9])[Si:10]([Cl:11])([CH3:12])[CH3:13].[CH3:34][N:35]([CH3:36])[CH:37]=[O:38].[OH2:33].[nH:1]1[cH:2][cH:3][n:4][cH:5]1.[s:14]1[c:15]([CH:23]([OH:24])[c:25]2[c:26]([Cl:32])[cH:27][cH:28][c:29]([Br:31])[cH:30]2)[cH:16][c:17]2[c:18]1[cH:19][cH:20][cH:21][cH:22]2>>[C:6]([CH3:7])([CH3:8])([CH3:9])[Si:10]([CH3:12])([CH3:13])[O:24][CH:23]([c:15]1[s:14][c:18]2[c:17]([cH:16]1)[cH:22][cH:21][cH:20][cH:19]2)[c:25]1[c:26]([Cl:32])[cH:27][cH:28][c:29]([Br:31])[cH:30]1. Starting materials: CC(C)(C)[Si](C)(C)Cl, CN(C)C=O, O, c1c[nH]cn1, OC(c1cc2ccccc2s1)c1cc(Br)ccc1Cl. Product: CC(C)(C)[Si](C)(C)OC(c1cc2ccccc2s1)c1cc(Br)ccc1Cl. The reactants are BrCCCN1S(N(C2=C(C1)C=CC=C2)C2=C(C=CC=C2)F)(=O)=O (3-(3-bromopropyl)-1-(2-fluorophenyl)-3,4-dihydro-1H-2,1,3-benzothiadiazine 2,2-dioxide), CN (methylamine), Cl (HCl). Yields the product FC1=C(C=CC=C1)N1S(N(CC2=C1C=CC=C2)CCCNC)(=O)=O (3-[1-(2-fluorophenyl)-2,2-dioxido-1,4-dihydro-3H-2,1,3-benzothiadiazin-3-yl]-N-methylpropan-1-amine). As a reaction SMILES: Br[CH2:2][CH2:3][CH2:4][N:5]1[CH2:10][C:9]2[CH:11]=[CH:12][CH:13]=[CH:14][C:8]=2[N:7]([C:15]2[CH:20]=[CH:19][CH:18]=[CH:17][C:16]=2[F:21])[S:6]1(=[O:23])=[O:22].[CH3:24][NH2:25].Cl>>[F:21][C:16]1[CH:17]=[CH:18][CH:19]=[CH:20][C:15]=1[N:7]1[C:8]2[CH:14]=[CH:13][CH:12]=[CH:11][C:9]=2[CH2:10][N:5]([CH2:4][CH2:3][CH2:2][NH:25][CH3:24])[S:6]1(=[O:23])=[O:22]. Procedure details: In an analogous manner to Example 11 step 5, 3-(3-bromopropyl)-1-(2-fluorophenyl)-3,4-dihydro-1H-2,1,3-benzothiadiazine 2,2-dioxide (0.1 g, 0.23 mmol) was reacted to methylamine and then treated with HCl to provide 3-[1-(2-fluorophenyl)-2,2-dioxido-1,4-dihydro-3H-2,1,3-benzothiadiazin-3-yl]-N-methylpropan-1-amine as a white solid: Reactants: [N+](=O)([O-])C=1C=CC(=C(C(=O)C2=CC=CC=C2)C1)N1C(=NN=C1CN1C(C=2C(C1=O)=CC=CC2)=O)CN2C(C=1C(C2=O)=CC=CC1)=O (5-nitro-2-[3,5-bis-(phthalimidomethyl)-4H-1,2,4-triazol-4-yl]benzophenone), O.NN (hydrazine hydrate). Solvent: C(C)O (ethanol). Yields the product [N+](=O)([O-])C=1C=CC2=C(C(=NCC=3N2C(=NN3)CN)C3=CC=CC=C3)C1 (8-nitro-1-(aminomethyl)-6-phenyl-4H-s-triazolo[4,3-a][1,4]benzodiazepine). Reaction SMILES: [N+:1]([C:4]1[CH:5]=[CH:6][C:7]([N:18]2[C:22]([CH2:23][N:24]3[C:28](=O)[C:27]4=[CH:30][CH:31]=[CH:32][CH:33]=[C:26]4C3=O)=[N:21][N:20]=[C:19]2[CH2:35][N:36]2C(=O)C3=CC=CC=C3C2=O)=[C:8]([CH:17]=1)C(C1C=CC=CC=1)=O)([O-:3])=[O:2].O.NN>C(O)C>[N+:1]([C:4]1[CH:5]=[CH:6][C:7]2[N:18]3[C:19]([CH2:35][NH2:36])=[N:20][N:21]=[C:22]3[CH2:23][N:24]=[C:28]([C:27]3[CH:26]=[CH:33][CH:32]=[CH:31][CH:30]=3)[C:8]=2[CH:17]=1)([O-:3])=[O:2] |f:1.2|. Procedure: In the manner given in Example 22, 5-nitro-2-[3,5-bis-(phthalimidomethyl)-4H-1,2,4-triazol-4-yl]benzophenone in ethanol is heated with hydrazine hydrate to give 8-nitro-1-(aminomethyl)-6-phenyl-4H-s-triazolo[4,3-a][1,4]benzodiazepine. Starting materials: BrCc1ccccc1, O=C([O-])[O-], CCCCC, Oc1cc(I)ccc1Cl, [K+], [K+], CN(C)C=O. The product is Clc1ccc(I)cc1OCc1ccccc1. RXN SMILES: [Br:10][CH2:11][c:12]1[cH:13][cH:14][cH:15][cH:16][cH:17]1.[C:18](=[O:19])([O-:20])[O-:21].[CH3:29][CH2:30][CH2:31][CH2:32][CH3:33].[Cl:1][c:2]1[c:3]([OH:9])[cH:4][c:5]([I:8])[cH:6][cH:7]1.[K+:22].[K+:23].[O:24]=[CH:25][N:26]([CH3:27])[CH3:28]>>[Cl:1][c:2]1[c:3]([O:9][CH2:11][c:12]2[cH:13][cH:14][cH:15][cH:16][cH:17]2)[cH:4][c:5]([I:8])[cH:6][cH:7]1. Starting materials: CC1(CC(C2=CC=C(C=C12)C)=O)C (3,3,5-Trimethyl-1-indanone), C(C1=CC=CC=C1)(=O)CC#N (benzoylacetonitrile). Yields the product CC1(CC(C2=CC=C(C=C12)C)=C(C#N)C(=O)C1=CC=CC=C1)C (2-(3,3,5-Trimethyl-1-indanylidene)-3-phenyl-3-oxo-propiononitrile). As a reaction SMILES: [CH3:1][C:2]1([CH3:13])[C:10]2[C:5](=[CH:6][CH:7]=[C:8]([CH3:11])[CH:9]=2)[C:4](=O)[CH2:3]1.[C:14]([CH2:22][C:23]#[N:24])(=[O:21])[C:15]1[CH:20]=[CH:19][CH:18]=[CH:17][CH:16]=1>>[CH3:1][C:2]1([CH3:13])[C:10]2[C:5](=[CH:6][CH:7]=[C:8]([CH3:11])[CH:9]=2)[C:4](=[C:22]([C:14]([C:15]2[CH:20]=[CH:19][CH:18]=[CH:17][CH:16]=2)=[O:21])[C:23]#[N:24])[CH2:3]1. Procedure details: 3,3,5-Trimethyl-1-indanone are reacted with benzoylacetonitrile analogously to Example 1. Procedure: A solution of [2-(6-methyl-pyridin-2-yl)-3-quinolin-4-yl-5,6-dihydro-4H-pyrrolo[1,2-b]pyrazol-6-yl]-methanol (30 mg, 0.07 mmol) and 4-dimethylaminopyridine (catalytic) in pyridine (0.2 mL) is cooled to 0° C. and treated with methanesulfonyl chloride (8 mL, 0.105 mmol) and stirred for 30 min. The mixture is stirred at room temperature for 30 min, diluted with ethyl acetate (20 mL), washed with water and brine, dried over magnesium sulfate, filtered, and concentrated in vacuo to yield the title co... The solvent is C(C)(=O)OCC (ethyl acetate), N1=CC=CC=C1 (pyridine). The reagents and catalysts are CN(C1=CC=NC=C1)C (4-dimethylaminopyridine). The reactants are CC1=CC=CC(=N1)C=1C(=C2N(N1)C(CC2)CO)C2=CC=NC1=CC=CC=C21 ([2-(6-methyl-pyridin-2-yl)-3-quinolin-4-yl-5,6-dihydro-4H-pyrrolo[1,2-b]pyrazol-6-yl]-methanol), CS(=O)(=O)Cl (methanesulfonyl chloride). Reaction conditions: time 30 minute. Product: N1=C(C=CC=C1)C=1C(=C2N(N1)C(CC2)COS(=O)(=O)C)C2=CC=NC1=CC=CC=C21 (Methanesulfonic acid 2-pyridin-2-yl-3-quinolin-4-yl-5,6-dihydro-4H-pyrrolo[1,2-b]pyrazol-6-ylmethyl ester). RXN SMILES: C[C:2]1[N:7]=[C:6]([C:8]2[C:9]([C:18]3[C:27]4[C:22](=[CH:23][CH:24]=[CH:25][CH:26]=4)[N:21]=[CH:20][CH:19]=3)=[C:10]3[CH2:15][CH2:14][CH:13]([CH2:16][OH:17])[N:11]3[N:12]=2)[CH:5]=[CH:4][CH:3]=1.[CH3:28][S:29](Cl)(=[O:31])=[O:30]>CN(C)C1C=CN=CC=1.N1C=CC=CC=1.C(OCC)(=O)C>[N:7]1[CH:2]=[CH:3][CH:4]=[CH:5][C:6]=1[C:8]1[C:9]([C:18]2[C:27]3[C:22](=[CH:23][CH:24]=[CH:25][CH:26]=3)[N:21]=[CH:20][CH:19]=2)=[C:10]2[CH2:15][CH2:14][CH:13]([CH2:16][O:17][S:29]([CH3:28])(=[O:31])=[O:30])[N:11]2[N:12]=1.